From a dataset of the Open Reaction Database (ORD), a public repository of structured organic reaction records. describe an organic reaction: reactants, conditions, products, and yield Reactants: [OH-].[Li+] (Lithium hydroxide), C(C)(C)(C)OC(=O)N[C@H](C(=O)OC)CC1=CC=C(C=C1)OC(C)C ((S)-methyl 2-(tert-butoxycarbonylamino)-3-(4-isopropoxyphenyl)propanoate). Run in O (water), CO (methanol). Run at time 24 hour. Product: crude product, C(C)(C)(C)OC(=O)N[C@H](C(=O)O)CC1=CC=C(C=C1)OC(C)C ((2S)-2-[(tert-butoxycarbonyl)amino]-3-(4-isopropoxyphenyl)propanoic acid). Yield: 90.0%. As a reaction SMILES: [OH-].[Li+].[C:3]([O:7][C:8]([NH:10][C@@H:11]([CH2:16][C:17]1[CH:22]=[CH:21][C:20]([O:23][CH:24]([CH3:26])[CH3:25])=[CH:19][CH:18]=1)[C:12]([O:14]C)=[O:13])=[O:9])([CH3:6])([CH3:5])[CH3:4]>O.CO>[C:3]([O:7][C:8]([NH:10][C@@H:11]([CH2:16][C:17]1[CH:22]=[CH:21][C:20]([O:23][CH:24]([CH3:26])[CH3:25])=[CH:19][CH:18]=1)[C:12]([OH:14])=[O:13])=[O:9])([CH3:5])([CH3:6])[CH3:4] |f:0.1|. Reported procedure: Lithium hydroxide (160 mg, 6.8 mmol) in water (10 mL) was added to a solution of (S)-methyl 2-(tert-butoxycarbonylamino)-3-(4-isopropoxyphenyl)propanoate in methanol (30 mL). The reaction was stirred for 24 h., and was concentrated under reduced pressure to remove the methanol. The remaining water layer was adjusted to pH=3 using 1 N HCl aqueous solution, and was extracted with ethyl acetate. The organic phase was washed with saturated brine, dried over magnesium sulfate, filtered and concentrat... Starting materials: CN(C)C=O, CCOC(=O)Cl, Cl, Nc1cc(F)c([N+](=O)[O-])cc1F, [H-], [H][H], [Na+], [Na+], [OH-], O. Yields the product CCOC(=O)Nc1cc(F)c([N+](=O)[O-])cc1F. RXN SMILES: [CH3:26][N:27]([CH3:28])[CH:29]=[O:30].[Cl:17][C:18](=[O:19])[O:20][CH2:21][CH3:22].[ClH:23].[F:3][c:4]1[c:5]([NH2:6])[cH:7][c:8]([F:14])[c:9]([N+:11](=[O:12])[O-:13])[cH:10]1.[H-:1].[H:15][H:16].[Na+:25].[Na+:2].[OH-:24].[OH2:31]>>[F:3][c:4]1[c:5]([NH:6][C:18](=[O:19])[O:20][CH2:21][CH3:22])[cH:7][c:8]([F:14])[c:9]([N+:11](=[O:12])[O-:13])[cH:10]1. Reactants: solution, [Li]CCCC (n-BuLi), CCCCCC (hexane), BrC1=C(C=C(C=C1)OCC1=CC=CC=C1)CC (1-bromo-2-ethyl-4-(phenylmethoxy)-benzene), CN(C=O)C (N,N-Dimethylformamide), [NH4+].[Cl-] (NH4Cl). Run in C1CCOC1 (THF). Run at temperature -85 celsius, time 1 hour. Yields the product C(C1=CC=CC=C1)OC1=CC(=C(C=O)C=C1)CC (4-Benzyloxy-2-ethyl-benzaldehyde). The yield is 78.0%. Reaction SMILES: [Li]CCCC.CCCCCC.Br[C:13]1[CH:18]=[CH:17][C:16]([O:19][CH2:20][C:21]2[CH:26]=[CH:25][CH:24]=[CH:23][CH:22]=2)=[CH:15][C:14]=1[CH2:27][CH3:28].CN(C)[CH:31]=[O:32].[NH4+].[Cl-]>C1COCC1>[CH2:20]([O:19][C:16]1[CH:17]=[CH:18][C:13]([CH:31]=[O:32])=[C:14]([CH2:27][CH3:28])[CH:15]=1)[C:21]1[CH:26]=[CH:25][CH:24]=[CH:23][CH:22]=1 |f:4.5|. Procedure details: A 1.6 M solution of n-BuLi in hexane (44.4 ml, 69.9 mmol) was added within 10 min to a stirred cooled (−85° C.) solution of 1-bromo-2-ethyl-4-(phenylmethoxy)-benzene (18.5 g, 63.5 mmol) in dry THF (22 ml). The mixture was stirred for 1 h at −85° C. under an argon atmosphere. N,N-Dimethylformamide (25.5 ml, 330.4 mmol) was added and the temperature was allowed to rise slowly to room temperature. An aqueous saturated NH4Cl solution (70 ml) was added under ice cooling. The mixture was extracted two... Reactants: C(C)(C)C1=C(N)C(=CC=C1)C(C)C (2,6-diisopropylaniline), FC1=C(C=CC=C1)[N+](=O)[O-] (2-fluoronitrobenzene), [F-].[K+] (potassium fluoride). The solvent is O (water). Conditions: temperature 180 celsius. The product is C(C)(C)C1=C(NC2=C(C=CC=C2)[N+](=O)[O-])C(=CC=C1)C(C)C (2,6-diisopropyl-N-(2-nitrophenyl)aniline). Isolated yield 47.9%. RXN SMILES: [CH:1]([C:4]1[CH:10]=[CH:9][CH:8]=[C:7]([CH:11]([CH3:13])[CH3:12])[C:5]=1[NH2:6])([CH3:3])[CH3:2].F[C:15]1[CH:20]=[CH:19][CH:18]=[CH:17][C:16]=1[N+:21]([O-:23])=[O:22].[F-].[K+]>O>[CH:11]([C:7]1[CH:8]=[CH:9][CH:10]=[C:4]([CH:1]([CH3:3])[CH3:2])[C:5]=1[NH:6][C:15]1[CH:20]=[CH:19][CH:18]=[CH:17][C:16]=1[N+:21]([O-:23])=[O:22])([CH3:13])[CH3:12] |f:2.3|. Reported procedure: 2,6-diisopropylaniline (25 g, 141 mmol), 2-fluoronitrobenzene (10 g, 70 mmol), and potassium fluoride (6.2 g, 106 mmol) were mixed in a one-neck flask. The mixture was heated up to 180° C. under nitrogen for 48 hours. After cooled to room temperature, water (200 mL) was added. The mixture was then extracted with dichloromethane (200 mL) for three times. The solvent was evaporated and the residue was purified by column chromatography using 20% of dichloromethane in hexanes. 10 g of desired produc... The reactants are CCOP(=O)(NC1CNCCC1C)OCC, CC(=O)O, CO, O=Cc1ccccc1. Product: CCOP(=O)(NC1CN(Cc2ccccc2)CCC1C)OCC. As a reaction SMILES: [CH3:1][CH:2]1[CH:3]([NH:8][P:9]([O:10][CH2:11][CH3:12])([O:13][CH2:14][CH3:15])=[O:16])[CH2:4][NH:5][CH2:6][CH2:7]1.[CH3:25][C:26](=[O:27])[OH:28].[CH3:29][OH:30].[CH:17](=[O:18])[c:19]1[cH:20][cH:21][cH:22][cH:23][cH:24]1>>[CH3:1][CH:2]1[CH:3]([NH:8][P:9]([O:10][CH2:11][CH3:12])([O:13][CH2:14][CH3:15])=[O:16])[CH2:4][N:5]([CH2:17][c:19]2[cH:20][cH:21][cH:22][cH:23][cH:24]2)[CH2:6][CH2:7]1. Reactants: O=C([O-])[O-], CCNC(=O)c1ccc(-n2nnc(C(=O)NC3CC3)c2CCCOS(C)(=O)=O)cc1, CC#N, OCC(F)F, [K+], [K+]. Yields the product CCNC(=O)c1ccc(-n2nnc(C(=O)NC3CC3)c2CCCOCC(F)F)cc1. Reaction SMILES: [C:31](=[O:32])([O-:33])[O-:34].[CH3:1][S:2](=[O:3])(=[O:4])[O:5][CH2:6][CH2:7][CH2:8][c:9]1[c:10]([C:25](=[O:26])[NH:27][CH:28]2[CH2:29][CH2:30]2)[n:11][n:12][n:13]1-[c:14]1[cH:15][cH:16][c:17]([C:20](=[O:21])[NH:22][CH2:23][CH3:24])[cH:18][cH:19]1.[CH3:42][C:43]#[N:44].[F:37][CH:38]([CH2:39][OH:40])[F:41].[K+:35].[K+:36]>>[O:5]([CH2:6][CH2:7][CH2:8][c:9]1[c:10]([C:25](=[O:26])[NH:27][CH:28]2[CH2:29][CH2:30]2)[n:11][n:12][n:13]1-[c:14]1[cH:15][cH:16][c:17]([C:20](=[O:21])[NH:22][CH2:23][CH3:24])[cH:18][cH:19]1)[CH2:39][CH:38]([F:37])[F:41]. The reactants are COC1=C(C(=O)OC)C=C(C=C1)NC(C)=O (methyl 2-methoxy-5-acetamidobenzoate), O1CCCC1 (tetrahydrofuran), COC=1C=CC(=CC1)P2(=S)SP(=S)(S2)C=3C=CC(=CC3)OC (Lawesson's reagent). Run in C(C)(=O)OCC.ClCCl (ethyl acetate dichloromethane). Reaction conditions: time 18 hour. The product is COC1=C(C(=O)OC)C=C(C=C1)NC(C)=S (methyl 2-methoxy-5-thioacetamidobenzoate). RXN SMILES: [CH3:1][O:2][C:3]1[CH:12]=[CH:11][C:10]([NH:13][C:14](=O)[CH3:15])=[CH:9][C:4]=1[C:5]([O:7][CH3:8])=[O:6].O1CCCC1.COC1C=CC(P2(SP(C3C=CC(OC)=CC=3)(=S)S2)=[S:31])=CC=1>C(OCC)(=O)C.ClCCl>[CH3:1][O:2][C:3]1[CH:12]=[CH:11][C:10]([NH:13][C:14](=[S:31])[CH3:15])=[CH:9][C:4]=1[C:5]([O:7][CH3:8])=[O:6] |f:3.4|. Procedure: Combine methyl 2-methoxy-5-acetamidobenzoate (2.23 g, 10 mmol) and tetrahydrofuran (1000 mL). Add Lawesson's reagent (2.02 g, 5 mmol). After 18 hours, evaporate in vacuo to give a residue. Chromatograph the residue on silica gel eluting with 12% ethyl acetate/dichloromethane to give methyl 2-methoxy-5-thioacetamidobenzoate.